From a dataset of the Open Reaction Database (ORD), a public repository of structured organic reaction records. describe an organic reaction: reactants, conditions, products, and yield As a reaction SMILES: [C:1]([c:2]1[cH:3][cH:4][cH:5][cH:6][cH:7]1)(=[O:8])[c:9]1[c:10]([C:15](=[O:16])[O:17][CH2:18][c:19]2[c:20]([Cl:49])[n:21][c:22]([CH2:46][CH2:47][CH3:48])[n:23]2[CH2:24][c:25]2[c:26]([F:45])[cH:27][c:28](-[c:31]3[c:32]([N:37]([SH:38](=[O:39])=[O:40])[C:41]([CH3:42])([CH3:43])[CH3:44])[cH:33][cH:34][cH:35][cH:36]3)[cH:29][cH:30]2)[cH:11][cH:12][cH:13][cH:14]1.[OH:50][C:51]([C:52]([F:53])([F:54])[F:55])=[O:56]>>[C:1]([c:2]1[cH:3][cH:4][cH:5][cH:6][cH:7]1)(=[O:8])[c:9]1[c:10]([C:15](=[O:16])[O:17][CH2:18][c:19]2[c:20]([Cl:49])[n:21][c:22]([CH2:46][CH2:47][CH3:48])[n:23]2[CH2:24][c:25]2[c:26]([F:45])[cH:27][c:28](-[c:31]3[c:32]([NH:37][SH:38](=[O:39])=[O:40])[cH:33][cH:34][cH:35][cH:36]3)[cH:29][cH:30]2)[cH:11][cH:12][cH:13][cH:14]1. Product: CCCc1nc(Cl)c(COC(=O)c2ccccc2C(=O)c2ccccc2)n1Cc1ccc(-c2ccccc2N[SH](=O)=O)cc1F. Reactants: CCCc1nc(Cl)c(COC(=O)c2ccccc2C(=O)c2ccccc2)n1Cc1ccc(-c2ccccc2N([SH](=O)=O)C(C)(C)C)cc1F, O=C(O)C(F)(F)F.